This data is from the Open Reaction Database (ORD), a public repository of structured organic reaction records. The task is: describe an organic reaction: reactants, conditions, products, and yield The reactants are O=C(O)c1ccc(Cc2ccccc2)cc1, ClCCl, O=[N+]([O-])O, O=S(=O)(O)C(F)(F)F. Product: O=C(O)c1ccc(Cc2ccc([N+](=O)[O-])cc2)cc1. As a reaction SMILES: [CH2:13]([c:14]1[cH:15][cH:16][cH:17][cH:18][cH:19]1)[c:20]1[cH:21][cH:22][c:23]([C:24](=[O:25])[OH:26])[cH:27][cH:28]1.[Cl:29][CH2:30][Cl:31].[OH:1][N+:2]([O-:3])=[O:4].[OH:5][S:6]([C:7]([F:8])([F:9])[F:10])(=[O:11])=[O:12]>>[O-:1][N+:2](=[O:4])[c:17]1[cH:16][cH:15][c:14]([CH2:13][c:20]2[cH:21][cH:22][c:23]([C:24](=[O:25])[OH:26])[cH:27][cH:28]2)[cH:19][cH:18]1. Starting materials: [H-].[Na+] (NaH), CCO (EtOH), ClC1=C(C(=O)N)C=CC=N1 (2-Chloronicotinamide), CuOAc, C(C1=CC=CC=C1)(=O)CC#N (benzoylacetonitrile). Run in aqueous solution, [NH4+].[Cl-] (NH4Cl). Reaction conditions: temperature 50 celsius, time 30 minute. Product: C1(=CC=CC=C1)C=1NC(C=2C=CC=NC2C1C#N)=O (7-Phenyl-8-cyano-6H-[1,6]naphthyridin-5-one). Reaction SMILES: [H-].[Na+].CCO.[C:6]([CH2:14][C:15]#[N:16])(=O)[C:7]1[CH:12]=[CH:11][CH:10]=[CH:9][CH:8]=1.Cl[C:18]1[N:26]=[CH:25][CH:24]=[CH:23][C:19]=1[C:20]([NH2:22])=[O:21]>[NH4+].[Cl-]>[C:7]1([C:6]2[NH:22][C:20](=[O:21])[C:19]3[CH:23]=[CH:24][CH:25]=[N:26][C:18]=3[C:14]=2[C:15]#[N:16])[CH:12]=[CH:11][CH:10]=[CH:9][CH:8]=1 |f:0.1,5.6|. Reported procedure: NaH (36 mg 1.5 mmol) was added in portions to anhydrous EtOH (4 mL) under N2. After 30 minutes, benzoylacetonitrile (218 mg, 1. 5 mmol) was added, and the reaction mixture was allowed to stir under a nitrogen atmosphere for 30 minutes. 2-Chloronicotinamide (236 mg, 1.5 mmol) and CuOAc (36 mg, 0.3 mmol) were then added and the reaction mixture was heated to 50° C. The temperature was maintained for 10 days, after which time the reaction mixture was allowed to cool, was diluted with a 10% aqueous ... The reactants are [BH4-], COC(=O)c1ccc(C#N)c(-c2cncc(C=O)c2)c1, CCN, CO, ClCCl, [Na+]. Product: CCNCc1cncc(-c2cc(C(=O)OC)ccc2C#N)c1. Reaction SMILES: [BH4-:24].[CH3:1][O:2][C:3]([c:4]1[cH:5][c:6](-[c:12]2[cH:13][n:14][cH:15][c:16]([CH:18]=[O:19])[cH:17]2)[c:7]([C:10]#[N:11])[cH:8][cH:9]1)=[O:20].[CH3:21][CH2:22][NH2:23].[CH3:26][OH:27].[Cl:28][CH2:29][Cl:30].[Na+:25]>>[CH3:1][O:2][C:3]([c:4]1[cH:5][c:6](-[c:12]2[cH:13][n:14][cH:15][c:16]([CH2:18][NH:23][CH2:22][CH3:21])[cH:17]2)[c:7]([C:10]#[N:11])[cH:8][cH:9]1)=[O:20].